Dataset: the Open Reaction Database (ORD), a public repository of structured organic reaction records. Task: describe an organic reaction: reactants, conditions, products, and yield Reactants: CCOC(=O)C(Br)C(=O)OCC, O=C([O-])[O-], ClC(Cl)(Cl)Cl, CCC(C)=O, COc1ccc(C=O)c(O)c1Cl, [K+], [K+]. Product: CCOC(=O)C1(C(=O)OCC)Oc2c(ccc(OC)c2Cl)C1O. Reaction SMILES: [Br:13][CH:14]([C:15](=[O:16])[O:17][CH2:18][CH3:19])[C:20](=[O:21])[O:22][CH2:23][CH3:24].[C:25](=[O:26])([O-:27])[O-:28].[C:36]([Cl:37])([Cl:38])([Cl:39])[Cl:40].[CH3:31][C:32](=[O:33])[CH2:34][CH3:35].[Cl:1][c:2]1[c:3]([OH:12])[c:4]([CH:5]=[O:6])[cH:7][cH:8][c:9]1[O:10][CH3:11].[K+:29].[K+:30]>>[Cl:1][c:2]1[c:3]2[c:4]([cH:7][cH:8][c:9]1[O:10][CH3:11])[CH:5]([OH:6])[C:14]([C:15](=[O:16])[O:17][CH2:18][CH3:19])([C:20](=[O:21])[O:22][CH2:23][CH3:24])[O:12]2. The reactants are C(C)OC1=C(C=NC2=NC(=CC=C12)C)C(=O)OCC (ethyl 4-ethoxy-7-methyl-1,8-naphthyridine-3-carboxylate), C(C)Br (ethyl bromide). Solvent: C1(=CC=CC=C1)C (toluene). Reaction conditions: temperature 130 celsius. Yields the product C(C)OC(=O)C1=CN(C2=NC(=CC=C2C1=O)C)CC (ethyl-1-ethyl-7-methyl-4-oxo-1,8-naphthyridine-3-carboxylate). The yield is 80.0%. RXN SMILES: C([O:3][C:4]1[C:13]2[C:8](=[N:9][C:10]([CH3:14])=[CH:11][CH:12]=2)[N:7]=[CH:6][C:5]=1[C:15]([O:17][CH2:18][CH3:19])=[O:16])C.[CH2:20](Br)[CH3:21]>C1(C)C=CC=CC=1>[CH2:18]([O:17][C:15]([C:5]1[C:4](=[O:3])[C:13]2[C:8](=[N:9][C:10]([CH3:14])=[CH:11][CH:12]=2)[N:7]([CH2:20][CH3:21])[CH:6]=1)=[O:16])[CH3:19]. Reported procedure: A mixture containing 1 g of ethyl 4-ethoxy-7-methyl-1,8-naphthyridine-3-carboxylate, 1.26 g of ethyl bromide and 20 ml of toluene was heated in a sealed tube at 130°C for 7 hours. The solvent was evaporated and the residue was worked up as above. There was obtained 0.8 g of ethyl-1-ethyl-7-methyl-4-oxo-1,8-naphthyridine-3-carboxylate. Starting materials: OC[C@H](CC(C)C)NC(=O)C1=NC(=C(N=C1)N1CCCC1)OCCC (6-Propoxy-5-pyrrolidin-1-yl-pyrazine-2-carboxylic acid ((S)-1-hydroxymethyl-3-methyl-butyl)-amide), title compounds, COCCOC1=C(N=CC(=N1)C(=O)O)N1CCCC1 (6-(2-methoxy-ethoxy)-5-pyrrolidin-1-yl-pyrazine-2-carboxylic acid), N[C@H](CO)CC(C)C ((S)-2-amino-4-methyl-pentan-1-ol). Yields the product OC[C@H](CC(C)C)NC(=O)C1=NC(=C(N=C1)N1CCCC1)OCCOC (6-(2-Methoxy-ethoxy)-5-pyrrolidin-1-yl-pyrazine-2-carboxylic acid ((S)-1-hydroxymethyl-3-methyl-butyl)-amide). As a reaction SMILES: [OH:1][CH2:2][C@@H:3]([NH:8][C:9]([C:11]1[CH:16]=[N:15][C:14]([N:17]2[CH2:21][CH2:20][CH2:19][CH2:18]2)=[C:13]([O:22][CH2:23][CH2:24]C)[N:12]=1)=[O:10])[CH2:4][CH:5]([CH3:7])[CH3:6].[CH3:26][O:27]CCOC1N=C(C(O)=O)C=NC=1N1CCCC1.N[C@@H](CC(C)C)CO>>[OH:1][CH2:2][C@@H:3]([NH:8][C:9]([C:11]1[CH:16]=[N:15][C:14]([N:17]2[CH2:18][CH2:19][CH2:20][CH2:21]2)=[C:13]([O:22][CH2:23][CH2:24][O:27][CH3:26])[N:12]=1)=[O:10])[CH2:4][CH:5]([CH3:7])[CH3:6]. Procedure details: In analogy to the procedure described for the synthesis of 6-propoxy-5-pyrrolidin-1-yl-pyrazine-2-carboxylic acid ((S)-1-hydroxymethyl-3-methyl-butyl)-amide (example 10, step d) the title compounds was prepared from 6-(2-methoxy-ethoxy)-5-pyrrolidin-1-yl-pyrazine-2-carboxylic acid and (S)-2-amino-4-methyl-pentan-1-ol (commercially available). m/z (ES+): 367.3 (M+H). Starting materials: ClC=1C=C(C(C(=O)O)O)C=CC1 (racemic 3-chloromandelic acid), C(C)(=O)Cl (acetyl chloride). Product: C(C)(=O)OC(C(=O)O)C1=CC(=CC=C1)Cl (Acetoxy(3-chlorophenyl)acetic acid). As a reaction SMILES: [Cl:1][C:2]1[CH:3]=[C:4]([CH:10]=[CH:11][CH:12]=1)[CH:5]([OH:9])[C:6]([OH:8])=[O:7].[C:13](Cl)(=[O:15])[CH3:14]>>[C:13]([O:9][CH:5]([C:4]1[CH:10]=[CH:11][CH:12]=[C:2]([Cl:1])[CH:3]=1)[C:6]([OH:8])=[O:7])(=[O:15])[CH3:14]. Procedure details: 1 g of racemic 3-chloromandelic acid is mixed with 2 ml of acetyl chloride.